From a dataset of the Open Reaction Database (ORD), a public repository of structured organic reaction records. describe an organic reaction: reactants, conditions, products, and yield Reactants: C(C)C1=CC=C(C=C1)C1CC(CNC1)C(=O)NC1=CC=CC=C1 (5-(4-ethylphenyl)-N-phenylpiperidine-3-carboxamide), CN1CCN(CC1)C(=O)Cl (4-methylpiperazine-1-carbonyl chloride). The product is C(C)C1=CC=C(C=C1)C1CC(CN(C1)C(=O)N1CCN(CC1)C)C(=O)NC1=CC=CC=C1 (5-(4-Ethylphenyl)-1-[(4-methylpiperazin-1-yl)carbonyl]-N-phenylpiperidine-3-carboxamide). As a reaction SMILES: [CH2:1]([C:3]1[CH:8]=[CH:7][C:6]([CH:9]2[CH2:14][NH:13][CH2:12][CH:11]([C:15]([NH:17][C:18]3[CH:23]=[CH:22][CH:21]=[CH:20][CH:19]=3)=[O:16])[CH2:10]2)=[CH:5][CH:4]=1)[CH3:2].[CH3:24][N:25]1[CH2:30][CH2:29][N:28]([C:31](Cl)=[O:32])[CH2:27][CH2:26]1>>[CH2:1]([C:3]1[CH:4]=[CH:5][C:6]([CH:9]2[CH2:14][N:13]([C:31]([N:28]3[CH2:29][CH2:30][N:25]([CH3:24])[CH2:26][CH2:27]3)=[O:32])[CH2:12][CH:11]([C:15]([NH:17][C:18]3[CH:19]=[CH:20][CH:21]=[CH:22][CH:23]=3)=[O:16])[CH2:10]2)=[CH:7][CH:8]=1)[CH3:2]. Procedure: 250 mg (0.74 mmol) of 5-(4-ethylphenyl)-N-phenylpiperidine-3-carboxamide (Example 17A) and 156 mg (0.96 mmol, 1.3 eq.) of 4-methylpiperazine-1-carbonyl chloride were reacted according to General Method 3. Yield: 213 mg (66% of theory) Starting materials: ClC1=CC(=C(C=C1OC1=NC=CC=C1C(F)(F)F)N=C1SC(N2CCCCN12)=O)F (9-[4-Chloro-2-fluoro-5-(3-trifluoromethyl-2-pyridyloxy)phenylimino]-8-thia-1,6-diazabicyclo[4,3,0]nonan-7-one), C[O-].[Na+] (sodium methoxide). Yield: 100.0%. As a reaction SMILES: [Cl:1][C:2]1[C:7]([O:8][C:9]2[C:14]([C:15]([F:18])([F:17])[F:16])=[CH:13][CH:12]=[CH:11][N:10]=2)=[CH:6][C:5]([N:19]=[C:20]2[N:28]3[N:23]([CH2:24][CH2:25][CH2:26][CH2:27]3)[C:22](=[O:29])[S:21]2)=[C:4]([F:30])[CH:3]=1.C[O-].[Na+]>CO>[Cl:1][C:2]1[C:7]([O:8][C:9]2[C:14]([C:15]([F:16])([F:17])[F:18])=[CH:13][CH:12]=[CH:11][N:10]=2)=[CH:6][C:5]([N:19]2[C:22](=[O:29])[N:23]3[CH2:24][CH2:25][CH2:26][CH2:27][N:28]3[C:20]2=[S:21])=[C:4]([F:30])[CH:3]=1 |f:1.2|. Yields the product ClC1=CC(=C(C=C1OC1=NC=CC=C1C(F)(F)F)N1C(N2N(CCCC2)C1=O)=S)F (2-[4-chloro-2-fluoro-5-(3-trifluoromethyl-2-pyridyloxy)phenyl]hexahydro-3-thioxo-1H-[1,2,4]triazolo[1,2-a]pyridazin-1-one). The solvent is CO (methanol). Reported procedure: 9-[4-Chloro-2-fluoro-5-(3-trifluoromethyl-2-pyridyloxy)phenylimino]-8-thia-1,6-diazabicyclo[4,3,0]nonan-7-one (see Example 8) (0.2 g) was mixed with methanol (18 ml) and a catalytic amount of sodium methoxide added. The mixture was heated at reflux for 0.5 hour and the solvent removed under reduced pressure. Column chromatography (silica gel, hexane:ethyl acetate, 3:2) yielded the product (0.2 g, 100%). The reactants are C(CCCCCCC)OC=1C=C2C=CC(=CC2=CC1)C(=O)O (6-octyloxy-2-naphthoic acid), C1(CCCCC1)N=C=NC1CCCCC1 (dicyclohexylcarbodiimide), FC1=C(C(=C(C(=C1O)F)F)F)F (pentafluorophenol). Run in C(C)(=O)OCC (ethyl acetate). Run at temperature 25 celsius, time 18 hour. The product is C(CCCCCCC)OC=1C=C2C=CC(=CC2=CC1)C(=O)OC1=C(C(=C(C(=C1F)F)F)F)F (pentafluorphenyl 6-octyloxy-2-naphthoate). Isolated yield 110.3%. RXN SMILES: [CH2:1]([O:9][C:10]1[CH:11]=[C:12]2[C:17](=[CH:18][CH:19]=1)[CH:16]=[C:15]([C:20]([OH:22])=[O:21])[CH:14]=[CH:13]2)[CH2:2][CH2:3][CH2:4][CH2:5][CH2:6][CH2:7][CH3:8].C1(N=C=NC2CCCCC2)CCCCC1.[F:38][C:39]1[C:44](O)=[C:43]([F:46])[C:42]([F:47])=[C:41]([F:48])[C:40]=1[F:49]>C(OCC)(=O)C>[CH2:1]([O:9][C:10]1[CH:11]=[C:12]2[C:17](=[CH:18][CH:19]=1)[CH:16]=[C:15]([C:20]([O:22][C:44]1[C:43]([F:46])=[C:42]([F:47])[C:41]([F:48])=[C:40]([F:49])[C:39]=1[F:38])=[O:21])[CH:14]=[CH:13]2)[CH2:2][CH2:3][CH2:4][CH2:5][CH2:6][CH2:7][CH3:8]. Procedure details: To a suspension of 6-octyloxy-2-naphthoic acid (3.15 g, 10.5 mmol) and dicyclohexylcarbodiimide in ethyl acetate (25 ml) at 0° C. was added pentafluorophenol (2.12 g, 11.5 mmol). The mixture was stirred at 25° C. for a period of 18 h. The precipitate was removed by filtration. The filtrate was washed with water (2×150 ml) and brine and dried with magnesium sulfate. Removal of the ethyl acetate in vacuo gave 5.4 g of pentafluorphenyl 6-octyloxy-2-naphthoate as a solid: 1H NMR (400 MHz, CD3OD) δ0....